From a dataset of the Open Reaction Database (ORD), a public repository of structured organic reaction records. describe an organic reaction: reactants, conditions, products, and yield The reactants are O=C([O-])[O-], CC(C)O, O=[N+]([O-])c1ccc(Cl)nc1Cl, [Na+], [Na+], NCc1nc2cnccc2s1. The product is O=[N+]([O-])c1ccc(Cl)nc1NCc1nc2cnccc2s1. As a reaction SMILES: [C:12](=[O:13])([O-:14])[O-:15].[CH:29]([OH:30])([CH3:31])[CH3:32].[N+:1](=[O:2])([O-:3])[c:4]1[c:5]([Cl:11])[n:6][c:7]([Cl:10])[cH:8][cH:9]1.[Na+:16].[Na+:17].[s:18]1[c:19]([CH2:27][NH2:28])[n:20][c:21]2[cH:22][n:23][cH:24][cH:25][c:26]12>>[N+:1](=[O:2])([O-:3])[c:4]1[c:5]([NH:28][CH2:27][c:19]2[s:18][c:26]3[c:21]([n:20]2)[cH:22][n:23][cH:24][cH:25]3)[n:6][c:7]([Cl:10])[cH:8][cH:9]1. Starting materials: CCOC(=O)c1c(C)nc2cccc(OCC(N)CC)c2c1N, O=C(O)c1cccc(O)c1. The product is CCOC(=O)c1c(C)nc2cccc(OCC(CC)NC(=O)c3cccc(O)c3)c2c1N. Reaction SMILES: [NH2:1][c:2]1[c:3]([C:19](=[O:20])[O:21][CH2:22][CH3:23])[c:4]([CH3:18])[n:5][c:6]2[cH:7][cH:8][cH:9][c:10]([O:12][CH2:13][CH:14]([CH2:15][CH3:16])[NH2:17])[c:11]12.[OH:24][C:25](=[O:26])[c:27]1[cH:28][cH:29][cH:30][c:31]([OH:32])[cH:33]1>>[NH2:1][c:2]1[c:3]([C:19](=[O:20])[O:21][CH2:22][CH3:23])[c:4]([CH3:18])[n:5][c:6]2[cH:7][cH:8][cH:9][c:10]([O:12][CH2:13][CH:14]([CH2:15][CH3:16])[NH:17][C:25](=[O:24])[c:27]3[cH:28][cH:29][cH:30][c:31]([OH:32])[cH:33]3)[c:11]12. Starting materials: BrC1=CC=C(C=C1)C=1N=C(SC1)NC1CCC(CC1)C(=O)O (4-[4-(4-Bromo-phenyl)-thiazol-2-ylamino]-cyclohexanecarboxylic acid), C(=O)(C=1NC=CN1)C=1NC=CN1 (Carbonyl diimidazole). The solvent is O1CCOCC1 (dioxane). Run at temperature 100 celsius. Product: BrC1=CC=C(C=C1)C=1N=C(SC1)N1C2CCC(C1=O)CC2 (2-[4-(4-bromophenyl)-1,3-thiazol-2-yl]-2-azabicyclo[2.2.2]octan-3-one). Isolated yield 67.8%. Reaction SMILES: [Br:1][C:2]1[CH:7]=[CH:6][C:5]([C:8]2[N:9]=[C:10]([NH:13][CH:14]3[CH2:19][CH2:18][CH:17]([C:20]([OH:22])=O)[CH2:16][CH2:15]3)[S:11][CH:12]=2)=[CH:4][CH:3]=1.C(C1NC=CN=1)(C1NC=CN=1)=O>O1CCOCC1>[Br:1][C:2]1[CH:7]=[CH:6][C:5]([C:8]2[N:9]=[C:10]([N:13]3[C:20](=[O:22])[CH:17]4[CH2:18][CH2:19][CH:14]3[CH2:15][CH2:16]4)[S:11][CH:12]=2)=[CH:4][CH:3]=1. Procedure details: A portion of 4-[4-(4-Bromo-phenyl)-thiazol-2-ylamino]-cyclohexanecarboxylic acid (50 mg, 0.13 mmol) was dissolved in dioxane (10 mL). Carbonyl diimidazole (26 mg, 0.16 mmol) was added and the mixture was heated to 100° C. for 16 h. The mixture was concentrated and chromatographed with 10% acetone in hexane to give 32 mg of 2-[4-(4-bromophenyl)-1,3-thiazol-2-yl]-2-azabicyclo[2.2.2]octan-3-one. Reactants: FC1(OC2=C(O1)C=CC(=C2)C=O)F (2,2-difluorobenzo[d][1,3]dioxol-5carbaldehyde), O (water). Solvent: C1CCOC1 (THF). Run at temperature 0 celsius, time 1 hour. Yields the product FC1(OC2=C(O1)C=CC(=C2)CO)F ((2,2-difluorobenzo[d][1,3]dioxol-5-yl)methanol). Isolated yield 95.2%. Reaction SMILES: [F:1][C:2]1([F:13])[O:6][C:5]2[CH:7]=[CH:8][C:9]([CH:11]=[O:12])=[CH:10][C:4]=2[O:3]1.O>C1COCC1>[F:13][C:2]1([F:1])[O:6][C:5]2[CH:7]=[CH:8][C:9]([CH2:11][OH:12])=[CH:10][C:4]=2[O:3]1. Procedure details: To a solution of 2,2-difluorobenzo[d][1,3]dioxol-5carbaldehyde (125 g, 0.67 mol) in anhydrous THF (400 mL) was added NaBh4 (28 g, 0.74 mol) in portions at 0° C. The mixture was stirred for 1 h at 0° C., then poured into 500 mL of water. The mixture was extracted with ethyl acetate (200 mL×3). The organic phase was dried over Na2SO4 and concentrated in vacuo to give (2,2-difluorobenzo[d][1,3]dioxol-5-yl)methanol as colorless oil (120 g, 95%). Reactants: FC=1C=C(C=C(C1)OCC1=CC=C(C=C1)N1C(=NC=C1)C)C1(CCCC1)C(=O)OCC (ethyl 1-[3-fluoro-5-[4-(2-methylimidazol-1-yl)benzyloxy]phenyl]cyclopentane-1-carboxylate), FC=1C=C(C=C(C1)C1(CCOCC1)C(=O)N)OCC1=CC=C(C=C1)N1C(=NC=C1)C (4-[5-fluoro-3-[4-(2-methylimidazol-1-yl)benzyloxy]phenyl]-3,4,5,6-tetrahydro-2H-pyran-4-carboxamide). The product is FC=1C=C(C=C(C1)C1(CCCC1)C(=O)N)OCC1=CC=C(C=C1)N1C(=NC=C1)C (1-[5-Fluoro-3-[4-(2-methylimidazol-1-yl)benzyloxy]phenyl]cyclopentane-1-carboxamide). RXN SMILES: FC1C=C(C2(C(OCC)=O)CCCC2)C=C(OCC2C=CC(N3C=CN=C3C)=CC=2)C=1.[F:32][C:33]1[CH:34]=[C:35]([O:48][CH2:49][C:50]2[CH:55]=[CH:54][C:53]([N:56]3[CH:60]=[CH:59][N:58]=[C:57]3[CH3:61])=[CH:52][CH:51]=2)[CH:36]=[C:37]([C:39]2([C:45]([NH2:47])=[O:46])[CH2:44][CH2:43]O[CH2:41][CH2:40]2)[CH:38]=1>>[F:32][C:33]1[CH:34]=[C:35]([O:48][CH2:49][C:50]2[CH:51]=[CH:52][C:53]([N:56]3[CH:60]=[CH:59][N:58]=[C:57]3[CH3:61])=[CH:54][CH:55]=2)[CH:36]=[C:37]([C:39]2([C:45]([NH2:47])=[O:46])[CH2:44][CH2:43][CH2:41][CH2:40]2)[CH:38]=1. Procedure: The desired compound was prepared from ethyl 1-[3-fluoro-5-[4-(2-methylimidazol-1-yl)benzyloxy]phenyl]cyclopentane-1-carboxylate according to the preparation of 4-[5-fluoro-3-[4-(2-methylimidazol-1-yl)benzyloxy]phenyl]-3,4,5,6-tetrahydro-2H-pyran-4-carboxamide (Example 5). Reactants: C(C)(=O)OCC(=O)C=1C=NC2=CC=C(N=C2C1N[C@@H]1CC[C@H](CC1)CN(C)C)Cl (2-(6-chloro-4-{trans-4-[(dimethylamino)methyl]cyclohexylamino}-1,5-naphthyridin-3-yl)-2-oxoethyl acetate), C([O-])([O-])=O.[K+].[K+] (potassium carbonate). Run in CO (methanol). Reaction conditions: time 30 minute. The product is ClC=1N=C2C(=C(C=NC2=CC1)C(CO)=O)N[C@@H]1CC[C@H](CC1)CN(C)C (1-(6-Chloro-4-{trans-4-[(dimethylamino)methyl]cyclohexylamino}-1,5-naphthyridin-3-yl)-2-hydroxyethanone). Isolated yield 21.7%. RXN SMILES: C([O:4][CH2:5][C:6]([C:8]1[CH:9]=[N:10][C:11]2[C:16]([C:17]=1[NH:18][C@H:19]1[CH2:24][CH2:23][C@H:22]([CH2:25][N:26]([CH3:28])[CH3:27])[CH2:21][CH2:20]1)=[N:15][C:14]([Cl:29])=[CH:13][CH:12]=2)=[O:7])(=O)C.C(=O)([O-])[O-].[K+].[K+]>CO>[Cl:29][C:14]1[N:15]=[C:16]2[C:11](=[CH:12][CH:13]=1)[N:10]=[CH:9][C:8]([C:6](=[O:7])[CH2:5][OH:4])=[C:17]2[NH:18][C@H:19]1[CH2:24][CH2:23][C@H:22]([CH2:25][N:26]([CH3:28])[CH3:27])[CH2:21][CH2:20]1 |f:1.2.3|. Procedure details: To a solution of 2-(6-chloro-4-{trans-4-[(dimethylamino)methyl]cyclohexylamino}-1,5-naphthyridin-3-yl)-2-oxoethyl acetate (90 mg, 0.22 mmol) in methanol was added freshly ground potassium carbonate (90 mg, 0.65 mmol) and the reaction mixture was stirred at room temperature for 30 minutes. The reaction mixture was diluted with satd. aq. sodium bicarbonate and extracted with ethyl acetate. The combined organic layers were dried over anhydrous sodium sulfate, filtered and the filtrate was concentra... Starting materials: [BH4-], CO, NC(=O)c1cnc(Oc2ccc(C=O)cc2F)cn1, NCCc1ccc(F)cc1, [Na+]. Yields the product NC(=O)c1cnc(Oc2ccc(CNCCc3ccc(F)cc3)cc2F)cn1. As a reaction SMILES: [BH4-:30].[CH3:32][OH:33].[F:1][c:2]1[c:3]([O:4][c:5]2[n:6][cH:7][c:8]([C:11](=[O:12])[NH2:13])[n:9][cH:10]2)[cH:14][cH:15][c:16]([CH:18]=[O:19])[cH:17]1.[F:20][c:21]1[cH:22][cH:23][c:24]([CH2:25][CH2:26][NH2:27])[cH:28][cH:29]1.[Na+:31]>>[F:1][c:2]1[c:3]([O:4][c:5]2[n:6][cH:7][c:8]([C:11](=[O:12])[NH2:13])[n:9][cH:10]2)[cH:14][cH:15][c:16]([CH2:18][NH:27][CH2:26][CH2:25][c:24]2[cH:23][cH:22][c:21]([F:20])[cH:29][cH:28]2)[cH:17]1.